This data is from the Open Reaction Database (ORD), a public repository of structured organic reaction records. The task is: describe an organic reaction: reactants, conditions, products, and yield Yields the product BrC=1C=C(C=CC1)C(=O)N1CCOCC1 ((3-bromophenyl)(morpholino) methanone), crude product. Run at time 4 hour. Starting materials: BrC=1C=C(C(=O)O)C=CC1 (3-bromobenzoic acid), N1CCOCC1 (morpholine), CCN=C=NCCCN(C)C (EDCI), C=1C=CC2=C(C1)N=NN2O (HOBt). Solvent: O (water), C(Cl)Cl (DCM). Procedure: To a solution of 3-bromobenzoic acid (500 mg, 2.49 mmol) in DCM (12 mL) was added morpholine (260 mg, 2.99 mmol), EDCI (1.43 g, 7.47 mmol) and HOBt (1.0 g, 7.47 mmol). The mixture was stirred at room temperature for 4 h. The reaction solution was diluted with water and extracted with DCM. The organic layer was concentrated to give the desired (3-bromophenyl)(morpholino) methanone as a crude product which was used in next step without further purification. LCMS (m/z): 270.1/271.1 [M+H]+/[M+2H]+ Reaction SMILES: [Br:1][C:2]1[CH:3]=[C:4]([CH:8]=[CH:9][CH:10]=1)[C:5]([OH:7])=O.[NH:11]1[CH2:16][CH2:15][O:14][CH2:13][CH2:12]1.CCN=C=NCCCN(C)C.C1C=CC2N(O)N=NC=2C=1>C(Cl)Cl.O>[Br:1][C:2]1[CH:3]=[C:4]([C:5]([N:11]2[CH2:16][CH2:15][O:14][CH2:13][CH2:12]2)=[O:7])[CH:8]=[CH:9][CH:10]=1. The reactants are CC(NS(=O)C(C)(C)C)c1ccc(C(F)(F)F)nc1, CO, Cl. The product is Cl, CC(N)c1ccc(C(F)(F)F)nc1. Reaction SMILES: [CH3:1][C:2]([S:3](=[O:4])[NH:7][CH:8]([CH3:9])[c:10]1[cH:11][n:12][c:13]([C:16]([F:17])([F:18])[F:19])[cH:14][cH:15]1)([CH3:5])[CH3:6].[CH3:21][OH:22].[ClH:20]>>[ClH:20].[NH2:7][CH:8]([CH3:9])[c:10]1[cH:11][n:12][c:13]([C:16]([F:17])([F:18])[F:19])[cH:14][cH:15]1. Reactants: C[Si](C)(C)[N-][Si](C)(C)C, COc1cc2ncnc(Cl)c2cc1OC, CN(C)C(=O)NCC#Cc1cc(Cl)c(N)c2c1OCO2, [Na+], CN(C)C=O. The product is COc1cc2ncnc(Nc3c(Cl)cc(C#CCNC(=O)N(C)C)c4c3OCO4)c2cc1OC. As a reaction SMILES: [CH3:36][Si:37]([N-:38][Si:39]([CH3:40])([CH3:41])[CH3:42])([CH3:43])[CH3:44].[Cl:1][c:2]1[n:3][cH:4][n:5][c:6]2[cH:7][c:8]([O:14][CH3:15])[c:9]([O:12][CH3:13])[cH:10][c:11]12.[NH2:16][c:17]1[c:18]([Cl:35])[cH:19][c:20]([C:26]#[C:27][CH2:28][NH:29][C:30]([N:31]([CH3:32])[CH3:33])=[O:34])[c:21]2[c:22]1[O:23][CH2:24][O:25]2.[Na+:45].[O:46]=[CH:47][N:48]([CH3:49])[CH3:50]>>[c:2]1([NH:16][c:17]2[c:18]([Cl:35])[cH:19][c:20]([C:26]#[C:27][CH2:28][NH:29][C:30]([N:31]([CH3:32])[CH3:33])=[O:34])[c:21]3[c:22]2[O:23][CH2:24][O:25]3)[n:3][cH:4][n:5][c:6]2[cH:7][c:8]([O:14][CH3:15])[c:9]([O:12][CH3:13])[cH:10][c:11]12. Procedure details: (RS)-1-(7-Methoxy-2,3-dihydro-1H-pyrrolo[1,2-a]indol-9-yl)-2-propylamine fumarate was prepared from 1-(7-methoxy-2,3-dihydro-1H-pyrrolo[1,2-a]indol-9-yl)-2-nitro-1-propene according to hthe method described in Example 1 with the following modifications: the reaction mixture was heated under reflux for 4 h, cooled to 0° C. and aqueous potassium sodium tartrate solution (50 mL) was added slowly. The mixture was stirred for 30 min, filtered through a pad of kieselguhr and the filtrate was extracted... Yields the product C(\C=C\C(=O)O)(=O)O.COC1=CC=2C(=C3N(C2C=C1)CCC3)CC(C)N ((RS)-1-(7-Methoxy-2,3-dihydro-1H-pyrrolo[1,2-a]indol-9-yl)-2-propylamine fumarate). Solvent: CC(C)O (2-propanol). Isolated yield 42.0%. Reaction SMILES: [CH3:1][O:2][C:3]1[CH:11]=[CH:10][C:9]2[N:8]3[CH2:12][CH2:13][CH2:14][C:7]3=[C:6]([CH:15]=[C:16]([N+:18]([O-])=O)[CH3:17])[C:5]=2[CH:4]=1.[C:21]([CH:24]([CH:26]([C:28]([O-:30])=[O:29])O)O)([O-:23])=[O:22].[Na+].[K+].C(O)(=O)/C=C/C(O)=O>CC(O)C>[C:28]([OH:30])(=[O:29])/[CH:26]=[CH:24]/[C:21]([OH:23])=[O:22].[CH3:1][O:2][C:3]1[CH:11]=[CH:10][C:9]2[N:8]3[CH2:12][CH2:13][CH2:14][C:7]3=[C:6]([CH2:15][CH:16]([NH2:18])[CH3:17])[C:5]=2[CH:4]=1 |f:1.2.3,6.7|. Reaction conditions: temperature 0 celsius, time 30 minute. The reactants are COC1=CC=2C(=C3N(C2C=C1)CCC3)C=C(C)[N+](=O)[O-] (1-(7-methoxy-2,3-dihydro-1H-pyrrolo[1,2-a]indol-9-yl)-2-nitro-1-propene), C(=O)([O-])C(O)C(O)C(=O)[O-].[Na+].[K+] (potassium sodium tartrate), C(\C=C\C(=O)O)(=O)O (fumaric acid). Reactants: C(C1=CC=CC=C1)OC=1C=C(C(=O)OC)C=C(C1)C1=NN=NN1 (methyl 3-benzyloxy-5-(tetrazol-5-yl)benzoate), O.C([O-])(O)=O.[Na+] (Sodium bicarbonate water), C(C)(C)N(CC)C(C)C (diisopropylethylamine), C[Si](C)(C)CCOCCl (trimethylsilylethoxymethyl chloride). Solvent: C(Cl)(Cl)Cl (CHCl3). Run at time 1 hour. The product is C(C1=CC=CC=C1)OC=1C=C(C(=O)OC)C=C(C1)C1=NN=NN1COCC[Si](C)(C)C (Methyl 3-benzyloxy-5-[({[2-(trimethylsilyl)ethyl]oxy}methyl)tetrazol-5-yl]benzoate). As a reaction SMILES: C(N(C(C)C)CC)(C)C.[CH3:10][Si:11]([CH2:14][CH2:15][O:16][CH2:17]Cl)([CH3:13])[CH3:12].[CH2:19]([O:26][C:27]1[CH:28]=[C:29]([CH:34]=[C:35]([C:37]2[NH:41][N:40]=[N:39][N:38]=2)[CH:36]=1)[C:30]([O:32][CH3:33])=[O:31])[C:20]1[CH:25]=[CH:24][CH:23]=[CH:22][CH:21]=1.O.C(=O)(O)[O-].[Na+]>C(Cl)(Cl)Cl>[CH2:19]([O:26][C:27]1[CH:28]=[C:29]([CH:34]=[C:35]([C:37]2[N:41]([CH2:17][O:16][CH2:15][CH2:14][Si:11]([CH3:13])([CH3:12])[CH3:10])[N:40]=[N:39][N:38]=2)[CH:36]=1)[C:30]([O:32][CH3:33])=[O:31])[C:20]1[CH:25]=[CH:24][CH:23]=[CH:22][CH:21]=1 |f:3.4.5|. Reported procedure: With cooling with ice, diisopropylethylamine (1.5 mL) and trimethylsilylethoxymethyl chloride (1.6 mL) were added to a CHCl3 (70 mL) solution of methyl 3-benzyloxy-5-(tetrazol-5-yl)benzoate (2.32 g), and stirred at room temperature for 1 hour. Sodium bicarbonate water was added to the reaction liquid, and extracted with chloroform. The organic layer was washed with water and saturated saline water, dried with anhydrous sodium sulfate, filtered, and concentrated under reduced pressure to obtain t... Starting materials: NCc1ccccc1, ClCCl, CN1C(=O)C(Cl)(Cl)c2cc(S(=O)(=O)Cl)ccc21, Cl. Product: CN1C(=O)C(Cl)(Cl)c2cc(S(=O)(=O)NCc3ccccc3)ccc21. Reaction SMILES: [CH2:18]([c:19]1[cH:20][cH:21][cH:22][cH:23][cH:24]1)[NH2:25].[CH2:27]([Cl:28])[Cl:29].[Cl:1][S:2](=[O:3])(=[O:4])[c:5]1[cH:6][c:7]2[c:11]([cH:12][cH:13]1)[N:10]([CH3:14])[C:9](=[O:15])[C:8]2([Cl:16])[Cl:17].[ClH:26]>>[S:2](=[O:3])(=[O:4])([c:5]1[cH:6][c:7]2[c:11]([cH:12][cH:13]1)[N:10]([CH3:14])[C:9](=[O:15])[C:8]2([Cl:16])[Cl:17])[NH:25][CH2:18][c:19]1[cH:20][cH:21][cH:22][cH:23][cH:24]1.